From a dataset of the Open Reaction Database (ORD), a public repository of structured organic reaction records. describe an organic reaction: reactants, conditions, products, and yield Starting materials: COC=1C=C(C=CC1OC)C(=CC(=O)OC)C1=CC(=C(C=C1)OC)OC (methyl 3,3-bis-(3,4-dimethoxyphenyl)acrylate), C[Si]([N-][Si](C)(C)C)(C)C.[Li+] (lithium hexamethyldisilazide), COC=1C=C(C(=O)C2=CC=CC=C2)C=CC1OC (3,4-dimethoxybenzophenone). Reagents/catalysts: [Br-].C(C)[P+](C1=CC=CC=C1)(C1=CC=CC=C1)C1=CC=CC=C1 ((ethyl)triphenylphosphonium bromide). The product is COC=1C=C(C=CC1OC)C(=CC)C1=CC=CC=C1 (1-(3,4-Dimethoxyphenyl)-1-phenylprop-1-ene), mixture. Yield: 41.0%. As a reaction SMILES: [CH3:1][O:2][C:3]1[CH:4]=[C:5]([C:11]([C:17]2[CH:22]=[CH:21][C:20](OC)=[C:19](OC)[CH:18]=2)=[CH:12][C:13](OC)=O)[CH:6]=[CH:7][C:8]=1[O:9][CH3:10].COC1C=C(C=CC=1OC)C(C1C=CC=CC=1)=O.C[Si](C)(C)[N-][Si](C)(C)C.[Li+]>[Br-].C([P+](C1C=CC=CC=1)(C1C=CC=CC=1)C1C=CC=CC=1)C>[CH3:1][O:2][C:3]1[CH:4]=[C:5]([C:11]([C:17]2[CH:18]=[CH:19][CH:20]=[CH:21][CH:22]=2)=[CH:12][CH3:13])[CH:6]=[CH:7][C:8]=1[O:9][CH3:10] |f:2.3,4.5|. Procedure details: 1-(3,4-Dimethoxyphenyl)-1-phenylprop-1-ene was prepared analogously to methyl 3,3-bis-(3,4-dimethoxyphenyl)acrylate using 3,4-dimethoxybenzophenone (3 g, 12.4 mmol), (ethyl)triphenylphosphonium bromide (5.1 g, 13.6 mmol) and lithium hexamethyldisilazide (13.6 mL, 13.6 mmol, 1M) with a reaction time of 4 hours at room temperature. The crude mixture was purified by flash column chromatography (silica gel, 10% hexane/methylene chloride) to afford 1.3 g (41%) of a mixture of the E and Z isomers as a... Product: COC(=O)C=1N(C(C2=CC=C(C=C2C1O)Cl)=O)CC1=CC=C(C=C1)S(=O)(=O)C (6-chloro-4-hydroxy-2-(4-methanesulfonylbenzyl)-1-oxo-1,2-dihydroisoquinoline-3-carboxylic acid methyl ester). Reported procedure: The present compound was synthesized according to the method shown in Reference Example 8 and using 4-chloro phthalic anhydride and 4-(methanesulfonyl)benzylamine. As a reaction SMILES: [Cl:1][C:2]1[CH:3]=[C:4]2[C:9](=[O:10])[O:8][C:6](=O)[C:5]2=[CH:11][CH:12]=1.[CH3:13][S:14]([C:17]1[CH:24]=[CH:23][C:20]([CH2:21][NH2:22])=[CH:19][CH:18]=1)(=[O:16])=[O:15]>>[CH3:6][O:8][C:9]([C:4]1[N:22]([CH2:21][C:20]2[CH:23]=[CH:24][C:17]([S:14]([CH3:13])(=[O:15])=[O:16])=[CH:18][CH:19]=2)[C:6](=[O:8])[C:5]2[C:4]([C:9]=1[OH:10])=[CH:3][C:2]([Cl:1])=[CH:12][CH:11]=2)=[O:10]. The reactants are ClC=1C=C2C(C(=O)OC2=O)=CC1 (4-chloro phthalic anhydride), CS(=O)(=O)C1=CC=C(CN)C=C1 (4-(methanesulfonyl)benzylamine). Reactants: C(C)OC(C(CC1=C2C=CNC2=CC=C1)OCC)=O (rac-2-ethoxy-3-(1H-indol-4-yl)-propionic acid ethyl ester), ClCC=1N=C(OC1C)C1=CC=CC=C1 (4-chloromethyl-5-methyl-2-phenyl-oxazole), [H-].[Na+] (sodium hydride). Run in CN(C=O)C (N,N-dimethylformamide). Product: C(C)OC(C(CC1=C2C=CN(C2=CC=C1)CC=1N=C(OC1C)C1=CC=CC=C1)OCC)=O (rac-2-ethoxy-3-[1-(5-methyl-2-phenyl-oxazol-4-ylmethyl)-1H-indol-4-yl]-propionic acid ethyl ester). RXN SMILES: [CH2:1]([O:3][C:4](=[O:19])[CH:5]([O:16][CH2:17][CH3:18])[CH2:6][C:7]1[CH:15]=[CH:14][CH:13]=[C:12]2[C:8]=1[CH:9]=[CH:10][NH:11]2)[CH3:2].Cl[CH2:21][C:22]1[N:23]=[C:24]([C:28]2[CH:33]=[CH:32][CH:31]=[CH:30][CH:29]=2)[O:25][C:26]=1[CH3:27].[H-].[Na+]>CN(C)C=O>[CH2:1]([O:3][C:4](=[O:19])[CH:5]([O:16][CH2:17][CH3:18])[CH2:6][C:7]1[CH:15]=[CH:14][CH:13]=[C:12]2[C:8]=1[CH:9]=[CH:10][N:11]2[CH2:21][C:22]1[N:23]=[C:24]([C:28]2[CH:33]=[CH:32][CH:31]=[CH:30][CH:29]=2)[O:25][C:26]=1[CH3:27])[CH3:2] |f:2.3|. Procedure details: In analogy to the procedures described in examples 1 a] and 1 b], rac-2-ethoxy-3-(1H-indol-4-yl)-propionic acid ethyl ester was reacted with 4-chloromethyl-5-methyl-2-phenyl-oxazole in N,N-dimethylformamide in the presence of sodium hydride to yield rac-2-ethoxy-3-[1-(5-methyl-2-phenyl-oxazol-4-ylmethyl)-1H-indol-4-yl]-propionic acid ethyl ester, which was subsequently saponified to yield rac-2-ethoxy-3-[1-(5-methyl-2-phenyl-oxazol-4-ylmethyl)-1H-indol-4-yl]-propionic acid as off-white solid. The reactants are C(#C)C1=CC(=CC=C1)F (1-ethynyl-3-fluorobenzene), IC=1C=C(C(=O)O)C=C(C1OC)OC (3-iodo-4,5-dimethoxybenzoic acid). Product: FC=1C=C(C=CC1)C#CC=1C=C(C(=O)O)C=C(C1OC)OC (3-(3-fluorophenylethynyl)-4,5-dimethoxybenzoic acid). Reaction SMILES: [C:1]([C:3]1[CH:8]=[CH:7][CH:6]=[C:5]([F:9])[CH:4]=1)#[CH:2].I[C:11]1[CH:12]=[C:13]([CH:17]=[C:18]([O:22][CH3:23])[C:19]=1[O:20][CH3:21])[C:14]([OH:16])=[O:15]>>[F:9][C:5]1[CH:4]=[C:3]([C:1]#[C:2][C:11]2[CH:12]=[C:13]([CH:17]=[C:18]([O:22][CH3:23])[C:19]=2[O:20][CH3:21])[C:14]([OH:16])=[O:15])[CH:8]=[CH:7][CH:6]=1. Procedure details: 3-(3-Fluorophenylethynyl)-4,5-dimethoxybenzoic acid was prepared by coupling 1-ethynyl-3-fluorobenzene with 3-iodo-4,5-dimethoxybenzoic acid Method R. The crude product was purified via flash column chromatography on silica gel (5% MeOH in CH2Cl2 as an eluent) to give 3-(3-fluorophenylethynyl)-4,5-dimethoxybenzoic acid in 95% yield. ESMS: m/z 299.3 [M−H]. Reactants: C(C)(C)(C)OC(=O)NC1=NC=CC(=C1)C=1C(=NN(C1)C=1C=CC=2N(N1)C(=NN2)C(F)(F)F)C2=CC=C(C=C2)F (4-(2-t-butoxycarbonylaminopyridin-4-yl)-3-(4-fluorophenyl)-1-(3-trifluoromethyl-[1,2,4]triazolo[4,3-b]pyridazin-6-yl)-1H-pyrazole), C(C)(C)(C)OC(=O)NC1=NC=CC(=C1)C=1C(=NN(C1)C=1C=CC=2N(N1)C=NN2)C2=CC=CC=C2 (4-(2-t-butoxycarbonylaminopyridin-4-yl)-3-phenyl-1-([1,2,4]triazolo[4,3-b]pyridazin-6-yl)-1H-pyrazole). The product is NC1=NC=CC(=C1)C=1C(=NN(C1)C=1C=CC=2N(N1)C(=NN2)C(F)(F)F)C2=CC=C(C=C2)F (4-(2-Aminopyridin-4-yl)-3-(4-fluorophenyl)-1-(3-trifluoromethyl-[1,2,4]triazolo[4,3-b]pyridazin-6-yl)-1H-pyrazole). The yield is 70.6%. RXN SMILES: C(OC([NH:8][C:9]1[CH:14]=[C:13]([C:15]2[C:16]([C:33]3[CH:38]=[CH:37][C:36]([F:39])=[CH:35][CH:34]=3)=[N:17][N:18]([C:20]3[CH:21]=[CH:22][C:23]4[N:24]([C:26]([C:29]([F:32])([F:31])[F:30])=[N:27][N:28]=4)[N:25]=3)[CH:19]=2)[CH:12]=[CH:11][N:10]=1)=O)(C)(C)C.C(OC(NC1C=C(C2C(C3C=CC=CC=3)=NN(C3C=CC4N(C=NN=4)N=3)C=2)C=CN=1)=O)(C)(C)C>>[NH2:8][C:9]1[CH:14]=[C:13]([C:15]2[C:16]([C:33]3[CH:38]=[CH:37][C:36]([F:39])=[CH:35][CH:34]=3)=[N:17][N:18]([C:20]3[CH:21]=[CH:22][C:23]4[N:24]([C:26]([C:29]([F:31])([F:30])[F:32])=[N:27][N:28]=4)[N:25]=3)[CH:19]=2)[CH:12]=[CH:11][N:10]=1. Reported procedure: The reaction was carried out in the same manner as in Example 37-2) except for using 200 mg (0.37 mmol) of 4-(2-t-butoxycarbonylaminopyridin-4-yl)-3-(4-fluorophenyl)-1-(3-trifluoromethyl-[1,2,4]triazolo[4,3-b]pyridazin-6-yl)-1H-pyrazole obtained in Example 47-1) in place of 4-(2-t-butoxycarbonylaminopyridin-4-yl)-3-phenyl-1-([1,2,4]triazolo[4,3-b]pyridazin-6-yl)-1H-pyrazole to obtain 115 mg of the title compound as a beige powder. (Yield: 71%)